From a dataset of the Open Reaction Database (ORD), a public repository of structured organic reaction records. describe an organic reaction: reactants, conditions, products, and yield Reactants: ( 3.48 ), [OH-].[Na+] (NaOH), C1(=CC=CC=C1)CC(=O)OCC (ethyl phenylacetate), Cl.NC(CC(=O)OCC)C#C (ethyl 3-amino-4-pentynoate hydrochloride), CC1([C@@H](N2[C@H](S1)[C@@H](C2=O)NC(=O)CC=3C=CC=CC3)C(=O)O)C (penicillin G), C1(=CC=CC=C1)CC(=O)OCC (ethyl phenylacetate), C1(=CC=CC=C1)CC(=O)OCC (ethyl phenylacetate). The solvent is O (water), C(C)#N (acetonitrile). Reaction conditions: time 3 hour. The product is NC(CC(=O)OCC)C#C (Ethyl 3-amino-4-pentynoate). RXN SMILES: Cl.[NH2:2][CH:3]([C:10]#[CH:11])[CH2:4][C:5]([O:7][CH2:8][CH3:9])=[O:6].CC1(C)S[C@@H]2[C@H](NC(CC3C=CC=CC=3)=O)C(=O)N2[C@H]1C(O)=O.C1(CC(OCC)=O)C=CC=CC=1.[OH-].[Na+]>O.C(#N)C>[NH2:2][CH:3]([C:10]#[CH:11])[CH2:4][C:5]([O:7][CH2:8][CH3:9])=[O:6] |f:0.1,4.5|. Procedure: In water(30 mL) were mixed ethyl 3-amino-4-pentynoate hydrochloride (258.3 mg, 1.5 mmoles), 30.6 mg (3.95 units) immobilized penicillin G amidohydrolase [Rohm-Pharma] and ethyl phenylacetate (205.7 mg, 1.25 mmoles). The initial pH (3.48) was adjusted to pH 6 with N NaOH (0.5 N) before addition of the ethyl phenylacetate. After 3 hours, an additional 0.9 mmole ethyl phenylacetate was added. This suspension was stirred vigorously at room temperature for six hours. Periodically, 1 mL samples were t... Reactants: CCOC(=O)CC(CBr)C1CCCC1, CS(C)=O, [N-]=[N+]=[N-], [Na+], O. The product is CCOC(=O)CC(CN=[N+]=[N-])C1CCCC1. RXN SMILES: [CH2:1]([CH3:2])[O:3][C:4]([CH2:5][CH:6]([CH:7]1[CH2:8][CH2:9][CH2:10][CH2:11]1)[CH2:12][Br:13])=[O:14].[CH3:19][S:20]([CH3:21])=[O:22].[N-:15]=[N+:16]=[N-:17].[Na+:18].[OH2:23]>>[CH2:1]([CH3:2])[O:3][C:4]([CH2:5][CH:6]([CH:7]1[CH2:8][CH2:9][CH2:10][CH2:11]1)[CH2:12][N:15]=[N+:16]=[N-:17])=[O:14]. The reactants are C1COCCO1, CO, Cl, CN1CCN(c2cc(-c3ccc4c(c3)CN(C(=O)CC3CCN(C(=O)OC(C)(C)C)C3)CC4)nc(N)n2)CC1. The product is CN1CCN(c2cc(-c3ccc4c(c3)CN(C(=O)CC3CCNC3)CC4)nc(N)n2)CC1. RXN SMILES: [CH2:41]1[O:42][CH2:43][CH2:44][O:45][CH2:46]1.[CH3:47][OH:48].[ClH:1].[NH2:2][c:3]1[n:4][c:5]([N:34]2[CH2:35][CH2:36][N:37]([CH3:40])[CH2:38][CH2:39]2)[cH:6][c:7](-[c:9]2[cH:10][cH:11][c:12]3[c:17]([cH:18]2)[CH2:16][N:15]([C:19]([CH2:20][CH:21]2[CH2:22][N:23]([C:26]([O:27][C:28]([CH3:29])([CH3:30])[CH3:31])=[O:32])[CH2:24][CH2:25]2)=[O:33])[CH2:14][CH2:13]3)[n:8]1>>[NH2:2][c:3]1[n:4][c:5]([N:34]2[CH2:35][CH2:36][N:37]([CH3:40])[CH2:38][CH2:39]2)[cH:6][c:7](-[c:9]2[cH:10][cH:11][c:12]3[c:17]([cH:18]2)[CH2:16][N:15]([C:19]([CH2:20][CH:21]2[CH2:22][NH:23][CH2:24][CH2:25]2)=[O:33])[CH2:14][CH2:13]3)[n:8]1. Starting materials: N1N=CN=C1 (1,2,4-triazole), ClC=1N=C(C2=C(N1)SC(=C2)CC)NCC2=CC1=C(C=C2)OCO1 (2-chloro-6-ethyl-4-(3,4-methylenedioxybenzylamino)-thieno-[2,3-d]-pyrimidine). Product: N1(N=CN=C1)C=1N=C(C2=C(N1)SC(=C2)CC)NCC2=CC1=C(C=C2)OCO1 (2-(1,2,4-triazol-1-yl)-6-ethyl-4-(3,4-methylenedioxybenzylamino)-thieno-[2,3-d]-pyrimidine). As a reaction SMILES: [NH:1]1[CH:5]=[N:4][CH:3]=[N:2]1.Cl[C:7]1[N:8]=[C:9]([NH:18][CH2:19][C:20]2[CH:25]=[CH:24][C:23]3[O:26][CH2:27][O:28][C:22]=3[CH:21]=2)[C:10]2[CH:15]=[C:14]([CH2:16][CH3:17])[S:13][C:11]=2[N:12]=1>>[N:1]1([C:7]2[N:8]=[C:9]([NH:18][CH2:19][C:20]3[CH:25]=[CH:24][C:23]4[O:26][CH2:27][O:28][C:22]=4[CH:21]=3)[C:10]3[CH:15]=[C:14]([CH2:16][CH3:17])[S:13][C:11]=3[N:12]=2)[CH:5]=[N:4][CH:3]=[N:2]1. Procedure details: Following the procedure of Example 97, the reaction of 1,2,4-triazole with 2-chloro-6-ethyl-4-(3,4-methylenedioxybenzylamino)-thieno-[2,3-d]-pyrimidine gives 2-(1,2,4-triazol-1-yl)-6-ethyl-4-(3,4-methylenedioxybenzylamino)-thieno-[2,3-d]-pyrimidine. Starting materials: FC1=C(C=C(C(=C1Cl)F)Br)[N+](=O)[O-] (2,4-difluoro-3-chloro-5-bromonitrobenzene). Reagents/catalysts: [Re] (rhenium-on-carbon). The solvent is O1CCCC1 (tetrahydrofuran). Product: FC1=C(N)C=C(C(=C1Cl)F)Br (2,4-difluoro-3-chloro-5-bromoaniline). As a reaction SMILES: [F:1][C:2]1[C:7]([Cl:8])=[C:6]([F:9])[C:5]([Br:10])=[CH:4][C:3]=1[N+:11]([O-])=O>O1CCCC1.[Re]>[F:1][C:2]1[C:7]([Cl:8])=[C:6]([F:9])[C:5]([Br:10])=[CH:4][C:3]=1[NH2:11]. Procedure: 7.6 g of 2,4-difluoro-3-chloro-5-bromonitrobenzene are dissolved in 80 ml of tetrahydrofuran and hydrogenated at from +20° to 25° C. over a period of 4 hours in the presence of 1.7 g of 5% rhenium-on-carbon (hydrogen absorbed: 1.88 l). The reaction mixture is filtered, the solvent is removed by distillation, and the residue is suspended in hexane and filtered off with suction. The title compound of formula ##STR12## is obtained in the form of colourless crystals; m.p. 86°-88° C. The reactants are C(#N)C=1C=C(C=CC1)S(=O)[O-].[Na+] (Sodium 3-cyano-benzenesulfinate), BrC1=C(C=2C3=C(N(C2C=C1)C)CC1CCC3N1)C(=O)OC(C)(C)C (tert-butyl 2-bromo-5-methyl-5,6,7,8,9,10-hexahydro-7,10-epiminocyclohepta[b]indole-carboxylate). Yields the product C(#N)C=1C=C(C=CC1)S(=O)(=O)C1=C(C=2C3=C(N(C2C=C1)C)CC1CCC3N1)C(=O)OC(C)(C)C (tert-butyl 2-(3-cyanophenyl)sulfonyl-5-methyl-5,6,7,8,9,10-hexahydro-7,10-epiminocyclohepta[b]indole-carboxylate). The yield is 35.0%. As a reaction SMILES: [C:1]([C:3]1[CH:4]=[C:5]([S:9]([O-:11])=[O:10])[CH:6]=[CH:7][CH:8]=1)#[N:2].[Na+].Br[C:14]1[CH:22]=[CH:21][C:20]2[N:19]([CH3:23])[C:18]3[CH2:24][CH:25]4[NH:29][CH:28]([C:17]=3[C:16]=2[C:15]=1[C:30]([O:32][C:33]([CH3:36])([CH3:35])[CH3:34])=[O:31])[CH2:27][CH2:26]4>>[C:1]([C:3]1[CH:4]=[C:5]([S:9]([C:14]2[CH:22]=[CH:21][C:20]3[N:19]([CH3:23])[C:18]4[CH2:24][CH:25]5[NH:29][CH:28]([C:17]=4[C:16]=3[C:15]=2[C:30]([O:32][C:33]([CH3:36])([CH3:35])[CH3:34])=[O:31])[CH2:27][CH2:26]5)(=[O:11])=[O:10])[CH:6]=[CH:7][CH:8]=1)#[N:2] |f:0.1|. Procedure details: Intermediate 5 was coupled with the product of Example 27, step B following the procedure of Example 27, step C. The crude material was purified by flash column chromatography (SiO2, 7.5:2.5 hexane/ethyl acetate) to give tert-butyl 2-(3-cyanophenyl)sulfonyl-5-methyl-5,6,7,8,9,10-hexahydro-7,10-epiminocyclohepta[b]indole-carboxylate (106 mg, 35%) as a yellow solid: 1H NMR (CDCl3, 300 MHz): δ 8.13-8.24 (m, 3H), 7.76 (td, J=7.8, 1.2 Hz, 1H), 7.66 (dd, J=8.7, 1.5 Hz, 1H), 7.60 (d, J=8.7 Hz, 1H), 7.3... The reactants are [H-].[Na+] (Sodium hydride), SC=1OC2=C(N1)C=CC=C2 (2-mercaptobenzoxazole), CN(C)C=O (DMF), CS(=O)(=O)OCC1(CN2C(O1)=NC(=C2)[N+](=O)[O-])C (2-methyl-6-nitro-2,3-dihydroimidazo[2,1-b]oxazol-2-ylmethyl methanesulfonate). Run in O (Water). Reaction conditions: time 1 hour. Product: CC1(CN2C(O1)=NC(=C2)[N+](=O)[O-])CSC=2OC1=C(N2)C=CC=C1 (2-(2-methyl-6-nitro-2,3-dihydroimidazo[2,1-b]oxazol-2-ylmethylthio)benzoxazole). Yield: 9.3%. Reaction SMILES: [H-].[Na+].[SH:3][C:4]1[O:5][C:6]2[CH:12]=[CH:11][CH:10]=[CH:9][C:7]=2[N:8]=1.CN(C=O)C.CS(O[CH2:23][C:24]1([CH3:35])[O:28][C:27]2=[N:29][C:30]([N+:32]([O-:34])=[O:33])=[CH:31][N:26]2[CH2:25]1)(=O)=O>O>[CH3:23][C:24]1([CH2:35][S:3][C:4]2[O:5][C:6]3[CH:12]=[CH:11][CH:10]=[CH:9][C:7]=3[N:8]=2)[O:28][C:27]2=[N:29][C:30]([N+:32]([O-:34])=[O:33])=[CH:31][N:26]2[CH2:25]1 |f:0.1|. Procedure: Sodium hydride (50 mg, 1.25 mmol) was added to a mixture of 2-mercaptobenzoxazole (200 mg, 1.3 mmol) and DMF (3 ml) followed by stirring at room temperature for 1 hour. To the reaction mixture, 2-methyl-6-nitro-2,3-dihydroimidazo[2,1-b]oxazol-2-ylmethyl methanesulfonate prepared in Example 41 (330 mg, 1.2 mmol) was added, and the resulting mixture was stirred at 60-70° C. for 5 hours. The reaction mixture was allowed to return to room temperature. Water was added to the solution, and the resulti... Reactants: CC#N, Oc1ccc2c(C3CCCCC3)noc2c1, ClCCN1CCCCC1, Cl, [K+], [K+], O=C([O-])[O-], O. Product: c1cc2c(C3CCCCC3)noc2cc1OCCN1CCCCC1. As a reaction SMILES: [CH3:34][C:35]#[N:36].[CH:1]1([c:7]2[n:8][o:9][c:10]3[c:11]2[cH:12][cH:13][c:14]([OH:16])[cH:15]3)[CH2:2][CH2:3][CH2:4][CH2:5][CH2:6]1.[Cl:18][CH2:19][CH2:20][N:21]1[CH2:22][CH2:23][CH2:24][CH2:25][CH2:26]1.[ClH:17].[K+:27].[K+:28].[O-:29][C:30]([O-:31])=[O:32].[OH2:33]>>[CH:1]1([c:7]2[n:8][o:9][c:10]3[c:11]2[cH:12][cH:13][c:14]([O:16][CH2:19][CH2:20][N:21]2[CH2:22][CH2:23][CH2:24][CH2:25][CH2:26]2)[cH:15]3)[CH2:2][CH2:3][CH2:4][CH2:5][CH2:6]1. Reactants: COc1ccc(C2(c3cc(F)cc(Br)c3)COC(N)=N2)cc1C, CC(C)c1cc(C(C)C)c(-c2ccccc2P(C(C)(C)C)C(C)(C)C)c(C(C)C)c1, Cc1ccccc1, Nc1ccccc1. The product is COc1ccc(C2(c3cc(F)cc(Nc4ccccc4)c3)COC(N)=N2)cc1C. As a reaction SMILES: [Br:1][c:2]1[cH:3][c:4]([C:9]2([c:15]3[cH:16][c:17]([CH3:23])[c:18]([O:21][CH3:22])[cH:19][cH:20]3)[N:10]=[C:11]([NH2:14])[O:12][CH2:13]2)[cH:5][c:6]([F:8])[cH:7]1.[C:24]([P:25]([C:26]([CH3:27])([CH3:28])[CH3:29])[c:30]1[cH:31][cH:32][cH:33][cH:34][c:35]1-[c:36]1[c:37]([CH:38]([CH3:39])[CH3:40])[cH:41][c:42]([CH:43]([CH3:44])[CH3:45])[cH:46][c:47]1[CH:48]([CH3:49])[CH3:50])([CH3:51])([CH3:52])[CH3:53].[CH3:61][c:62]1[cH:63][cH:64][cH:65][cH:66][cH:67]1.[NH2:54][c:55]1[cH:56][cH:57][cH:58][cH:59][cH:60]1>>[c:2]1([NH:54][c:55]2[cH:56][cH:57][cH:58][cH:59][cH:60]2)[cH:3][c:4]([C:9]2([c:15]3[cH:16][c:17]([CH3:23])[c:18]([O:21][CH3:22])[cH:19][cH:20]3)[N:10]=[C:11]([NH2:14])[O:12][CH2:13]2)[cH:5][c:6]([F:8])[cH:7]1. Starting materials: CC1(C)OB(c2ccc(C(=O)O)cc2)OC1(C)C, CC1CCCN1CC1CCCN1, O=S(Cl)Cl. Product: CC1CCCN1CC1CCCN1C(=O)c1ccc(B2OC(C)(C)C(C)(C)O2)cc1. RXN SMILES: [CH3:17][C:18]1([CH3:34])[O:19][B:20]([c:25]2[cH:26][cH:27][c:28]([C:29](=[O:30])[OH:31])[cH:32][cH:33]2)[O:21][C:22]1([CH3:23])[CH3:24].[CH3:5][CH:6]1[N:7]([CH2:11][CH:12]2[NH:13][CH2:14][CH2:15][CH2:16]2)[CH2:8][CH2:9][CH2:10]1.[S:1]([Cl:2])([Cl:3])=[O:4]>>[CH3:5][CH:6]1[N:7]([CH2:11][CH:12]2[N:13]([C:29]([c:28]3[cH:27][cH:26][c:25]([B:20]4[O:19][C:18]([CH3:17])([CH3:34])[C:22]([CH3:23])([CH3:24])[O:21]4)[cH:33][cH:32]3)=[O:30])[CH2:14][CH2:15][CH2:16]2)[CH2:8][CH2:9][CH2:10]1.